Dataset: the Open Reaction Database (ORD), a public repository of structured organic reaction records. Task: describe an organic reaction: reactants, conditions, products, and yield Reaction conditions: temperature 85 celsius. Procedure details: A solution of 5(4,4,5,5-tetramethyl-1,3,2-dioxaborolan-2-yl)isobenzofuran-1(3H)-one (325 mg, 1.25 mmol) in dioxane (25 mL) was purged with argon for 1 h, to this was added cesium carbonate (1 g, 3.12 mmol), Pd(PPh3)4 (36 mg, 0.031 mmol) and 1-bromo-3-(cyclopropylmethoxy)-2,4-dimethoxybenzene (300 mg, 1.04 mmol) and the resultant reaction mixture was heated to 80-90° C. for 16 h. The reaction mixture was cooled to RT, filtered through celite and the filtrate was diluted with water and extracted w... Isolated yield 42.4%. The reactants are C([O-])([O-])=O.[Cs+].[Cs+] (cesium carbonate), BrC1=C(C(=C(C=C1)OC)OCC1CC1)OC (1-bromo-3-(cyclopropylmethoxy)-2,4-dimethoxybenzene), CC1(OB(OC1(C)C)C=1C=C2COC(C2=CC1)=O)C (5(4,4,5,5-tetramethyl-1,3,2-dioxaborolan-2-yl)isobenzofuran-1(3H)-one). The reagents and catalysts are C=1C=CC(=CC1)[P](C=2C=CC=CC2)(C=3C=CC=CC3)[Pd]([P](C=4C=CC=CC4)(C=5C=CC=CC5)C=6C=CC=CC6)([P](C=7C=CC=CC7)(C=8C=CC=CC8)C=9C=CC=CC9)[P](C=1C=CC=CC1)(C=1C=CC=CC1)C=1C=CC=CC1 (Pd(PPh3)4). Product: C1(CC1)COC=1C(=C(C=CC1OC)C=1C=C2COC(C2=CC1)=O)OC (5-(3-(cyclopropylmethoxy)-2,4-dimethoxyphenyl)isobenzofuran-1(3H)-one). Reaction SMILES: CC1(C)C(C)(C)OB([C:9]2[CH:10]=[C:11]3[C:15](=[CH:16][CH:17]=2)[C:14](=[O:18])[O:13][CH2:12]3)O1.C(=O)([O-])[O-].[Cs+].[Cs+].Br[C:27]1[CH:32]=[CH:31][C:30]([O:33][CH3:34])=[C:29]([O:35][CH2:36][CH:37]2[CH2:39][CH2:38]2)[C:28]=1[O:40][CH3:41]>O1CCOCC1.C1C=CC([P]([Pd]([P](C2C=CC=CC=2)(C2C=CC=CC=2)C2C=CC=CC=2)([P](C2C=CC=CC=2)(C2C=CC=CC=2)C2C=CC=CC=2)[P](C2C=CC=CC=2)(C2C=CC=CC=2)C2C=CC=CC=2)(C2C=CC=CC=2)C2C=CC=CC=2)=CC=1>[CH:37]1([CH2:36][O:35][C:29]2[C:28]([O:40][CH3:41])=[C:27]([C:9]3[CH:10]=[C:11]4[C:15](=[CH:16][CH:17]=3)[C:14](=[O:18])[O:13][CH2:12]4)[CH:32]=[CH:31][C:30]=2[O:33][CH3:34])[CH2:38][CH2:39]1 |f:1.2.3,^1:51,53,72,91|. The solvent is O1CCOCC1 (dioxane). Reactants: SC=1NC2=C(N1)C=CC=C2 (2-mercaptobenzimidazole), BrCCCCCCO (6-bromohexanol), [OH-].[Na+] (NaOH). The solvent is C(C)(C)O (isopropanol). Reaction conditions: time 5 hour. The product is OCCCCCCSC=1NC2=C(N1)C=CC=C2 (2-(6-Hydroxyhexylthio)benzimidazole). The yield is 100.0%. As a reaction SMILES: [SH:1][C:2]1[NH:3][C:4]2[CH:10]=[CH:9][CH:8]=[CH:7][C:5]=2[N:6]=1.Br[CH2:12][CH2:13][CH2:14][CH2:15][CH2:16][CH2:17][OH:18].[OH-].[Na+]>C(O)(C)C>[OH:18][CH2:17][CH2:16][CH2:15][CH2:14][CH2:13][CH2:12][S:1][C:2]1[NH:3][C:4]2[CH:10]=[CH:9][CH:8]=[CH:7][C:5]=2[N:6]=1 |f:2.3|. Reported procedure: 3.0 g of 2-mercaptobenzimidazole and 3.8 g of 6-bromohexanol was added to 20 ml of isopropanol and refluxed with stirring for 5 hours. After cooling, the reaction mixture was neutralized with 2 N NaOH aqueous solution and extracted with ethyl acetate. The organic layer was washed with water and dried over sodium sulfate, and the solvent was evaporated under reduced pressure. The residue was purified by silica gel chromatography (20% ethyl acetate:methylene chloride) to obtain 5.0 g of the title ... Starting materials: COC(COC1=CC(=C(C=C1)Cl)N)=O ((3-amino-4-chlorophenoxy)acetic acid methyl ester), ClC1=C(CC(C(C)=O)C(C)=O)C=CC(=C1)S(=O)(=O)C (3-(2-chloro-4-methanesulfonylbenzyl)pentane-2,4-dione), polyphosphoric acid. Run in O (water). Run at temperature 100 celsius. Yields the product COC(COC1=C2C(=C(C(=NC2=C(C=C1)Cl)C)CC1=C(C=C(C=C1)S(=O)(=O)C)Cl)C)=O ([8-chloro-3-(2-chloro-4-methanesulfonylbenzyl)-2,4-dimethylquinolin-5-yloxy]acetic Acid Methyl Ester). RXN SMILES: [CH3:1][O:2][C:3](=[O:14])[CH2:4][O:5][C:6]1[CH:11]=[CH:10][C:9]([Cl:12])=[C:8]([NH2:13])[CH:7]=1.[Cl:15][C:16]1[CH:29]=[C:28]([S:30]([CH3:33])(=[O:32])=[O:31])[CH:27]=[CH:26][C:17]=1[CH2:18][CH:19]([C:23](=O)[CH3:24])[C:20](=O)[CH3:21]>O>[CH3:1][O:2][C:3](=[O:14])[CH2:4][O:5][C:6]1[CH:11]=[CH:10][C:9]([Cl:12])=[C:8]2[C:7]=1[C:20]([CH3:21])=[C:19]([CH2:18][C:17]1[CH:26]=[CH:27][C:28]([S:30]([CH3:33])(=[O:32])=[O:31])=[CH:29][C:16]=1[Cl:15])[C:23]([CH3:24])=[N:13]2. Procedure details: A mixture of (3-amino-4-chlorophenoxy)acetic acid methyl ester (0.35 g), 3-(2-chloro-4-methanesulfonylbenzyl)pentane-2,4-dione (0.5 g) and polyphosphoric acid (5.0 g) was heated at 100° C. for 3.5 hours. The mixture was cooled to room temperature, diluted with water and extracted with ethyl acetate. The combined extracts were washed with water and saturated aqueous sodium chloride solution and dried over magnesium sulfate. The solvent was removed under reduced pressure and the residue purified b... Reactants: solution, O.NN (hydrazine hydrate), C(C)(C)O (isopropyl alcohol), ClC1=C(N)C=C(C(=C1)[N+](=O)[O-])Cl (2,5-dichloro-p-nitroaniline), [OH-].[Na+] (sodium hydroxide). The reagents and catalysts are C1(C=CC(C2=CC=CC=C12)=O)=O (1,4-naphthoquinone). Run in O (water), O (water). Run at temperature 5 celsius, time 3 hour. Product: ClC1=C(C=C(C(=C1)N)Cl)N (2,5-dichloro-p-phenylenediamine). The yield is 91.0%. Reaction SMILES: C(O)(C)C.[Cl:5][C:6]1[CH:12]=[C:11]([N+:13]([O-])=O)[C:10]([Cl:16])=[CH:9][C:7]=1[NH2:8].[OH-].[Na+].O.NN>O.C1(=O)C2C(=CC=CC=2)C(=O)C=C1>[Cl:5][C:6]1[CH:12]=[C:11]([NH2:13])[C:10]([Cl:16])=[CH:9][C:7]=1[NH2:8] |f:2.3,4.5|. Procedure: A reaction vessel was charged with 60 g of isopropyl alcohol, 50 g of water, 41.4 g of 2,5-dichloro-p-nitroaniline, 6 g of sodium hydroxide and 0.3 g of 1,4-naphthoquinone. The temperature of the mixture was controlled to be 75° to 80° C., and 22 g of an 80% solution of hydrazine hydrate in water was added dropwise to the mixture over 2 hours. After the addition, the reaction mixture was refluxed with stirring for 3 hours to complete the reaction. After cooling to 5° C., the reaction product was... Reactants: COc1ccc(O)cc1, CC(C)(C)[O-], CN(C)C=O, Cl, Cc1cc(F)ccc1[N+](=O)[O-], [K+], O. The product is COc1ccc(Oc2ccc([N+](=O)[O-])c(C)c2)cc1. RXN SMILES: [CH3:12][O:13][c:14]1[cH:15][cH:16][c:17]([OH:20])[cH:18][cH:19]1.[CH3:21][C:22]([CH3:23])([O-:24])[CH3:25].[CH3:29][N:30]([CH3:31])[CH:32]=[O:33].[ClH:27].[F:1][c:2]1[cH:3][cH:4][c:5]([N+:9](=[O:10])[O-:11])[c:6]([CH3:8])[cH:7]1.[K+:26].[OH2:28]>>[c:2]1([O:20][c:17]2[cH:16][cH:15][c:14]([O:13][CH3:12])[cH:19][cH:18]2)[cH:3][cH:4][c:5]([N+:9](=[O:10])[O-:11])[c:6]([CH3:8])[cH:7]1.